Dataset: the Open Reaction Database (ORD), a public repository of structured organic reaction records. Task: describe an organic reaction: reactants, conditions, products, and yield Starting materials: ClC=1N=NC(=CC1C)Cl (3,6-dichloro-4-methylpyridazine), O=C1N(C(C2=CC=CC=C12)=O)CC(=O)O (2-(1,3-dioxoisoindolin-2-yl)acetic acid). The product is CC=1C(=CN=NC1)CN1C(C2=CC=CC=C2C1=O)=O (2-[(5-Methylpyridazin-4-yl)methyl]-1H-isoindole-1,3(2H)-dione). As a reaction SMILES: Cl[C:2]1[N:3]=[N:4][C:5](Cl)=[CH:6][C:7]=1[CH3:8].[O:10]=[C:11]1[C:19]2[C:14](=[CH:15][CH:16]=[CH:17][CH:18]=2)[C:13](=[O:20])[N:12]1[CH2:21]C(O)=O>>[CH3:8][C:7]1[C:6]([CH2:21][N:12]2[C:13](=[O:20])[C:14]3[C:19](=[CH:18][CH:17]=[CH:16][CH:15]=3)[C:11]2=[O:10])=[CH:5][N:4]=[N:3][CH:2]=1. Procedure details: Synthesis was carried out in the same manner as in Reference Synthetic Example 54 by using 3,6-dichloro-4-methylpyridazine and 2-(1,3-dioxoisoindolin-2-yl)acetic acid. The obtained crude product was used for the next reaction.